Dataset: the Open Reaction Database (ORD), a public repository of structured organic reaction records. Task: describe an organic reaction: reactants, conditions, products, and yield Reaction SMILES: [N:1]#[C:2][Zn]C#N.CS(O[C@H:3]1[C@@H:8]([F:9])[CH2:7][CH2:6][N:5]([C:10]([O:12][CH2:13][c:14]2[cH:19][cH:18][cH:17][cH:16][cH:15]2)=[O:11])[CH2:4]1)(=O)=O>>[F:9][C@@H:8]1[C@@H:3]([C:2]#[N:1])[CH2:4][N:5]([C:10]([O:12][CH2:13][c:14]2[cH:19][cH:18][cH:17][cH:16][cH:15]2)=[O:11])[CH2:6][CH2:7]1. Conditions: temperature 100 celsius, time 18 hour. The reactants are [Zn](C#N)C#N, C1CN(C[C@H]([C@H]1F)OS(=O)(=O)C)C(=O)OCc1ccccc1. The product is F[C@H]1CCN(C[C@@H]1C#N)C(=O)OCc2ccccc2. The reagents and catalysts are C1COCCOCCOCCOCCOCCO1   (18-Crown-6), c1ccc(cc1)-c2c3ccccc3cc4ccccc24 (9-Phenylanthracene). The solvent is CC(=O)N(C)C (DMAc). Starting materials: N[C@@H](CC1=CC=C(C=C1)OC(C)(C)C)C(=O)OC(C)C.Cl (H-Tyr(But)-O-CH(CH3)2 hydrochloride), N([C@@H](C(C)C)C(=O)O)C(=O)OCC1=CC=CC=C1 (Z-Val-OH). Solvent: CO (methanol). The product is N([C@@H](C(C)C)C(=O)N[C@@H](CC1=CC=C(C=C1)OC(C)(C)C)C(=O)OC(C)C)C(=O)OCC1=CC=CC=C1 (Z-Val-Tyr(But)-O-CH(CH3)2). As a reaction SMILES: [NH2:1][C@H:2]([C:15]([O:17][CH:18]([CH3:20])[CH3:19])=[O:16])[CH2:3][C:4]1[CH:9]=[CH:8][C:7]([O:10][C:11]([CH3:14])([CH3:13])[CH3:12])=[CH:6][CH:5]=1.Cl.[NH:22]([C:30]([O:32][CH2:33][C:34]1[CH:39]=[CH:38][CH:37]=[CH:36][CH:35]=1)=[O:31])[C@H:23]([C:27](O)=[O:28])[CH:24]([CH3:26])[CH3:25]>CO>[NH:22]([C:30]([O:32][CH2:33][C:34]1[CH:39]=[CH:38][CH:37]=[CH:36][CH:35]=1)=[O:31])[C@H:23]([C:27]([NH:1][C@H:2]([C:15]([O:17][CH:18]([CH3:20])[CH3:19])=[O:16])[CH2:3][C:4]1[CH:5]=[CH:6][C:7]([O:10][C:11]([CH3:14])([CH3:12])[CH3:13])=[CH:8][CH:9]=1)=[O:28])[CH:24]([CH3:26])[CH3:25] |f:0.1|. Reported procedure: 7.9 g (25 mmoles) of H-Tyr(But)-O-CH(CH3)2 hydrochloride and 6.27 g (25 mmoles) of Z-Val-OH are subjected to a condensation reaction analogously to Example 30 C. Yield 11.8 g (92%), melting point 133°-134°, [α]D26 =-25.2° (c=1, methanol). Reactants: C(=O)([O-])[O-].[K+].[K+] (K2CO3), FC1(OC2=C(NC1=O)C=CC(=C2)[N+](=O)[O-])F (2,2-difluoro-7-nitro-4H-1,4-benzoxazin-3-one), O (water). The solvent is CN(C)C=O (DMF). The product is FC1(OC2=C(N(C1=O)C)C=CC(=C2)[N+](=O)[O-])F (2,2-difluoro-4-methyl-7-nitro-4H-1,4-benzoxazin-3-one). RXN SMILES: [F:1][C:2]1([F:16])[C:7](=[O:8])[NH:6][C:5]2[CH:9]=[CH:10][C:11]([N+:13]([O-:15])=[O:14])=[CH:12][C:4]=2[O:3]1.[C:17]([O-])([O-])=O.[K+].[K+].O>CN(C=O)C>[F:16][C:2]1([F:1])[C:7](=[O:8])[N:6]([CH3:17])[C:5]2[CH:9]=[CH:10][C:11]([N+:13]([O-:15])=[O:14])=[CH:12][C:4]=2[O:3]1 |f:1.2.3|. Procedure details: To a stirred suspension of 2,2-difluoro-7-nitro-4H-1,4-benzoxazin-3-one (WO 99/40094,2.16 g, 9.38 mmol) in DMF (10 mL) is added K2CO3 (1.94 g, 14.07 mmol) followed by addition of Mel (0.87 mL, 14.07 mmol). The resulting solution is stirred over night at room temperature. To this reaction mixture is added water (50 mL), and the resulting solution is extracted with EtOAc (50 mL×3). The combined organic phases are washed with water (50 mL) and saline (50 mL), dried over Na2SO4 and concentrated unde... The reactants are Br.C(CCC)OC(=O)NCC#CCNC(CF)=N (1-Butoxycarbonylamino-4-(1-imino-2-fluoroethylamino)but-2-yne hydrobromide), Br (HBr). The solvent is C(C)(=O)O (acetic acid), C(C)(=O)O (acetic acid). Reaction conditions: time 1 hour. Product: Br.Br.NCC#CCNC(CF)=N (1-amino-4-(1-imino-2-fluoroethylamino)but-2-yne dihydrobromide). As a reaction SMILES: [BrH:1].C(OC([NH:9][CH2:10][C:11]#[C:12][CH2:13][NH:14][C:15](=[NH:18])[CH2:16][F:17])=O)CCC.Br>C(O)(=O)C>[BrH:1].[BrH:1].[NH2:9][CH2:10][C:11]#[C:12][CH2:13][NH:14][C:15](=[NH:18])[CH2:16][F:17] |f:0.1,4.5.6|. Procedure details: 1-Butoxycarbonylamino-4-(1-imino-2-fluoroethylamino)but-2-yne hydrobromide (500 mg) was deprotected by dissolving in glacial acetic acid (10 ml), cooling until the solution almost solidified and adding HBr in acetic acid (45% wv, 1.8 ml). The mixture was stirred with cooling for 1 h then at room temperature for 1 h. After this time the mother liquor was decanted off and the sticky residue subjected to an oil pump vacuum to remove residual solvent. The resulting material was triturated with dry d...